The task is: describe an organic reaction: reactants, conditions, products, and yield. This data is from the Open Reaction Database (ORD), a public repository of structured organic reaction records. Starting materials: CCCCCCCCS, CCCC[N+](CCCC)(CCCC)CCCC, [Cl-], ClCC1CO1, [Na+], [OH-]. The product is CCCCCCCCSCC1CO1. Reaction SMILES: [CH2:1]([CH2:2][CH2:3][CH2:4][CH2:5][CH2:6][CH2:7][CH3:8])[SH:9].[CH3:16][CH2:17][CH2:18][CH2:19][N+:20]([CH2:21][CH2:22][CH2:23][CH3:24])([CH2:25][CH2:26][CH2:27][CH3:28])[CH2:29][CH2:30][CH2:31][CH3:32].[Cl-:15].[Cl:10][CH2:11][CH:12]1[CH2:13][O:14]1.[Na+:34].[OH-:33]>>[CH2:1]([CH2:2][CH2:3][CH2:4][CH2:5][CH2:6][CH2:7][CH3:8])[S:9][CH2:11][CH:12]1[CH2:13][O:14]1. The reactants are CC(C)(C)OCc1ccc(Cl)nc1, CCO, NN, O. Product: CC(C)(C)OCc1ccc(NN)nc1. RXN SMILES: [C:1]([CH3:2])([CH3:3])([CH3:4])[O:5][CH2:6][c:7]1[cH:8][cH:9][c:10]([Cl:13])[n:11][cH:12]1.[CH3:17][CH2:18][OH:19].[NH2:15][NH2:16].[OH2:14]>>[C:1]([CH3:2])([CH3:3])([CH3:4])[O:5][CH2:6][c:7]1[cH:8][cH:9][c:10]([NH:15][NH2:16])[n:11][cH:12]1.